Dataset: the Open Reaction Database (ORD), a public repository of structured organic reaction records. Task: describe an organic reaction: reactants, conditions, products, and yield Starting materials: [SiH3]O[SiH3] (silyl ether), C1(CC1)OC=1C=C(C=CC1OC(F)F)CO[Si](C(C)C)(C(C)C)C(C)C (3-Cyclopropyloxy-4-difluoromethoxy-1-(triisopropylsilyloxy)methylbenzene), CCCC[N+](CCCC)(CCCC)CCCC.[F-] (TBAF), solution. Run in C1CCOC1 (THF), C1CCOC1 (THF). Run at time 17 hour. Product: C1(CC1)OC=1C=C(CO)C=CC1OC(F)F (3-Cyclopropyloxy-4-difluoromethoxybenzyl alcohol). As a reaction SMILES: [SiH3]O[SiH3].[CH:4]1([O:7][C:8]2[CH:9]=[C:10]([CH2:18][O:19][Si](C(C)C)(C(C)C)C(C)C)[CH:11]=[CH:12][C:13]=2[O:14][CH:15]([F:17])[F:16])[CH2:6][CH2:5]1.CCCC[N+](CCCC)(CCCC)CCCC.[F-]>C1COCC1>[CH:4]1([O:7][C:8]2[CH:9]=[C:10]([CH:11]=[CH:12][C:13]=2[O:14][CH:15]([F:16])[F:17])[CH2:18][OH:19])[CH2:5][CH2:6]1 |f:2.3|. Procedure details: To a solution of the silyl ether, 3-Cyclopropyloxy-4-difluoromethoxy-1-(triisopropylsilyloxy)methylbenzene, from Step 4 (70 g, 179 mmol) in THF (700 mL) at room temperature was added TBAF (215 mL of a 1 M solution in THF, 215 mmol) and the resulting mixture was stirred for 17 h. The mixture was partitioned between 25% aq. NH4OAc (500 mL) and ethyl acetate (1 L) and the aqueous layer was extracted with ethyl acetate (2×). The combined organics were washed with brine, dried (Na2SO4) and concentrat... Reactants: N([C@@H](CCCNC(NS(=O)(=O)C1=CC=C(C)C=C1)=N)C(=O)N[C@@H](CCCNC(NS(=O)(=O)C1=CC=C(C)C=C1)=N)C(=O)N1[C@H](C(=O)N[C@@H](C)C(=O)N[C@@H](CCCCNC(=O)OCC2=C(Cl)C=CC=C2)C(=O)OCC2=CC=CC=C2)CCC1)C(=O)OC(C)(C)C (Boc-Arg(Tos)-Arg(Tos)-Pro-Ala-Lys(ClZ)-OBzl), [OH-].[Na+] (NaOH), N([C@@H](CCCNC(NS(=O)(=O)C1=CC=C(C)C=C1)=N)C(=O)N[C@@H](CCCNC(NS(=O)(=O)C1=CC=C(C)C=C1)=N)C(=O)N1[C@H](C(=O)N[C@@H](C)C(=O)N[C@@H](CCCCNC(=O)OCC2=C(Cl)C=CC=C2)C(=O)OCC2=CC=CC=C2)CCC1)C(=O)OC(C)(C)C (Boc-Arg(Tos)-Arg(Tos)-Pro-Ala-Lys(ClZ)-OBzl), C(Cl)(Cl)Cl.CO (chloroform methanol). Run in CO (methanol), CO (methanol). Conditions: temperature 0 celsius, time 2 hour. Yields the product N([C@@H](CCCNC(NS(=O)(=O)C1=CC=C(C)C=C1)=N)C(=O)N[C@@H](CCCNC(NS(=O)(=O)C1=CC=C(C)C=C1)=N)C(=O)N1[C@H](C(=O)N[C@@H](C)C(=O)N[C@@H](CCCCNC(=O)OCC2=C(Cl)C=CC=C2)C(=O)O)CCC1)C(=O)OC(C)(C)C (Boc-Arg(Tos)-Arg(Tos)-Pro-Ala-Lys(ClZ)-OH). Yield: 75.2%. Reaction SMILES: [NH:1]([C:83]([O:85][C:86]([CH3:89])([CH3:88])[CH3:87])=[O:84])[C@H:2]([C:20]([NH:22][C@H:23]([C:41]([N:43]1[CH2:82][CH2:81][CH2:80][C@H:44]1[C:45]([NH:47][C@H:48]([C:50]([NH:52][C@H:53]([C:70]([O:72]CC1C=CC=CC=1)=[O:71])[CH2:54][CH2:55][CH2:56][CH2:57][NH:58][C:59]([O:61][CH2:62][C:63]1[CH:69]=[CH:68][CH:67]=[CH:66][C:64]=1[Cl:65])=[O:60])=[O:51])[CH3:49])=[O:46])=[O:42])[CH2:24][CH2:25][CH2:26][NH:27][C:28](=[NH:40])[NH:29][S:30]([C:33]1[CH:39]=[CH:38][C:36]([CH3:37])=[CH:35][CH:34]=1)(=[O:32])=[O:31])=[O:21])[CH2:3][CH2:4][CH2:5][NH:6][C:7](=[NH:19])[NH:8][S:9]([C:12]1[CH:18]=[CH:17][C:15]([CH3:16])=[CH:14][CH:13]=1)(=[O:11])=[O:10].[OH-].[Na+].C(Cl)(Cl)Cl.CO>CO>[NH:1]([C:83]([O:85][C:86]([CH3:87])([CH3:89])[CH3:88])=[O:84])[C@H:2]([C:20]([NH:22][C@H:23]([C:41]([N:43]1[CH2:82][CH2:81][CH2:80][C@H:44]1[C:45]([NH:47][C@H:48]([C:50]([NH:52][C@H:53]([C:70]([OH:72])=[O:71])[CH2:54][CH2:55][CH2:56][CH2:57][NH:58][C:59]([O:61][CH2:62][C:63]1[CH:69]=[CH:68][CH:67]=[CH:66][C:64]=1[Cl:65])=[O:60])=[O:51])[CH3:49])=[O:46])=[O:42])[CH2:24][CH2:25][CH2:26][NH:27][C:28](=[NH:40])[NH:29][S:30]([C:33]1[CH:34]=[CH:35][C:36]([CH3:37])=[CH:38][CH:39]=1)(=[O:32])=[O:31])=[O:21])[CH2:3][CH2:4][CH2:5][NH:6][C:7](=[NH:19])[NH:8][S:9]([C:12]1[CH:13]=[CH:14][C:15]([CH3:16])=[CH:17][CH:18]=1)(=[O:10])=[O:11] |f:1.2,3.4|. Procedure details: At 0° C. to the solution of 600 mg (0.464 mmol) of Boc-Arg(Tos)-Arg(Tos)-Pro-Ala-Lys(ClZ)-OBzl (SEQ ID NO: 18) in 10 ml of methanol 5 ml of the solution of NaOH in methanol (2 mol/L) were added. The reaction mixture was stirred at 0° C. for 2 h and TLC (chloroform/methanol, 15:1) indicated complete disappearance of Boc-Arg(Tos)-Arg(Tos)-Pro-Ala-Lys(ClZ)-OBzl (SEQ ID NO: 18). The reaction mixture was neutralized to pH 7 and evaporated at room temperature to remove methanol. The residue was acidif... Starting materials: CCOC(C)=O, COC(=O)C(=NOCF)c1ccccc1OC1CCCCO1. Product: COC(=O)C(=NOCF)c1ccccc1O. RXN SMILES: [CH3:23][CH2:24][O:25][C:26](=[O:27])[CH3:28].[F:1][CH2:2][O:3][N:4]=[C:5]([C:6](=[O:7])[O:8][CH3:9])[c:10]1[c:11]([O:16][CH:17]2[CH2:18][CH2:19][CH2:20][CH2:21][O:22]2)[cH:12][cH:13][cH:14][cH:15]1>>[F:1][CH2:2][O:3][N:4]=[C:5]([C:6](=[O:7])[O:8][CH3:9])[c:10]1[c:11]([OH:16])[cH:12][cH:13][cH:14][cH:15]1. Reactants: COC=1C=C(C=CC1CN1CCCC1)C(=O)C=1C2=C(SC1C1=CC=C(C=C1)OCCN1CCCC1)C=C(C=C2)O (6-Hydroxy-2-[4-[2-(1-pyrrolidinyl)ethoxy]phenyl]benzo-[b]thiophen-3-yl 3-methoxy-4-[(1-pyrrolidinyl)methyl]phenyl ketone), [H-].[Al+3].[Li+].[H-].[H-].[H-] (lithium aluminum hydride), FC(C(=O)O)(F)F (trifluroacetic acid), C(C)[SiH](CC)CC (triethylsilane). Solvent: C1CCOC1 (THF), ClCCl (dichloromethane). Run at temperature 0 celsius, time 30 minute. Product: OC=1C=CC2=C(SC(=C2CC2=CC(=C(C=C2)CN2CCCC2)OC)C2=CC=C(C=C2)OCCN2CCCC2)C1 (6-Hydroxy-3-[3-methoxy-4-[(1-pyrrolidinyl)methyl]benzyl]-2-[4-[2-(1-pyrrolidinyl)-ethoxy]phenyl]benzo[b]thiophene). Yield: 76.3%. RXN SMILES: [CH3:1][O:2][C:3]1[CH:4]=[C:5]([C:15]([C:17]2[C:18]3[CH:39]=[CH:38][C:37]([OH:40])=[CH:36][C:19]=3[S:20][C:21]=2[C:22]2[CH:27]=[CH:26][C:25]([O:28][CH2:29][CH2:30][N:31]3[CH2:35][CH2:34][CH2:33][CH2:32]3)=[CH:24][CH:23]=2)=O)[CH:6]=[CH:7][C:8]=1[CH2:9][N:10]1[CH2:14][CH2:13][CH2:12][CH2:11]1.[H-].[Al+3].[Li+].[H-].[H-].[H-].C([SiH](CC)CC)C.FC(F)(F)C(O)=O>C1COCC1.ClCCl>[OH:40][C:37]1[CH:38]=[CH:39][C:18]2[C:17]([CH2:15][C:5]3[CH:6]=[CH:7][C:8]([CH2:9][N:10]4[CH2:14][CH2:13][CH2:12][CH2:11]4)=[C:3]([O:2][CH3:1])[CH:4]=3)=[C:21]([C:22]3[CH:27]=[CH:26][C:25]([O:28][CH2:29][CH2:30][N:31]4[CH2:35][CH2:34][CH2:33][CH2:32]4)=[CH:24][CH:23]=3)[S:20][C:19]=2[CH:36]=1 |f:1.2.3.4.5.6|. Procedure: 6-Hydroxy-2-[4-[2-(1-pyrrolidinyl)ethoxy]phenyl]benzo-[b]thiophen-3-yl 3-methoxy-4-[(1-pyrrolidinyl)methyl]phenyl ketone (368006, 1.17 g, 2.10 mmol) in dry THF (40 mL) at 0° C. under argon was treated with lithium aluminum hydride (164 mg) for 1 h, then quenched with water(1 mL) and sodium hydroxide (1.0M, 3 mL). Stirring continued for 30 min. The reaction mixture was diluted with brine (100 mL) and extracted with dichloromethane (100 mL×3). The combined organic layers were dried with sodium sul... The reactants are Cn1nnc(-c2ccc(-c3ccc(N4CC(COS(C)(=O)=O)OC4=O)cc3F)cn2)n1, C[O-], CO, [Na+]. Yields the product COCC1CN(c2ccc(-c3ccc(-c4nnn(C)n4)nc3)c(F)c2)C(=O)O1. As a reaction SMILES: [CH3:1][n:2]1[n:3][c:4](-[c:7]2[n:8][cH:9][c:10](-[c:13]3[c:14]([F:31])[cH:15][c:16]([N:19]4[C:20](=[O:30])[O:21][CH:22]([CH2:24][O:25][S:26]([CH3:27])(=[O:28])=[O:29])[CH2:23]4)[cH:17][cH:18]3)[cH:11][cH:12]2)[n:5][n:6]1.[CH3:32][O-:33].[CH3:35][OH:36].[Na+:34]>>[CH3:1][n:2]1[n:3][c:4](-[c:7]2[n:8][cH:9][c:10](-[c:13]3[c:14]([F:31])[cH:15][c:16]([N:19]4[C:20](=[O:30])[O:21][CH:22]([CH2:24][O:25][CH3:32])[CH2:23]4)[cH:17][cH:18]3)[cH:11][cH:12]2)[n:5][n:6]1. The reactants are CCO, Cc1ccc(Nc2ccccc2[N+](=O)[O-])cc1. Yields the product Cc1ccc(Nc2ccccc2N)cc1. RXN SMILES: [CH3:18][CH2:19][OH:20].[CH3:1][c:2]1[cH:3][cH:4][c:5]([NH:8][c:9]2[c:10]([N+:15]([O-:16])=[O:17])[cH:11][cH:12][cH:13][cH:14]2)[cH:6][cH:7]1>>[CH3:1][c:2]1[cH:3][cH:4][c:5]([NH:8][c:9]2[c:10]([NH2:15])[cH:11][cH:12][cH:13][cH:14]2)[cH:6][cH:7]1. Starting materials: CC(=O)Cl, ClCCl, Cl, Cc1ccc(-c2nc(C(F)(F)F)nc(NN)c2-c2ccccc2)cc1, c1ccncc1. The product is CC(=O)NNc1nc(C(F)(F)F)nc(-c2ccc(C)cc2)c1-c1ccccc1. RXN SMILES: [CH3:32][C:33]([Cl:34])=[O:35].[Cl:37][CH2:38][Cl:39].[ClH:36].[NH:1]([NH2:2])[c:3]1[n:4][c:5]([C:22]([F:23])([F:24])[F:25])[n:6][c:7](-[c:15]2[cH:16][cH:17][c:18]([CH3:21])[cH:19][cH:20]2)[c:8]1-[c:9]1[cH:10][cH:11][cH:12][cH:13][cH:14]1.[cH:26]1[cH:27][cH:28][n:29][cH:30][cH:31]1>>[NH:1]([NH:2][C:33]([CH3:32])=[O:35])[c:3]1[n:4][c:5]([C:22]([F:23])([F:24])[F:25])[n:6][c:7](-[c:15]2[cH:16][cH:17][c:18]([CH3:21])[cH:19][cH:20]2)[c:8]1-[c:9]1[cH:10][cH:11][cH:12][cH:13][cH:14]1. Reactants: [I-].CC=[N+]=CC (N,N-dimethylmethyleneammonium iodide), CC=1N=C2N(C=C(C=C2O)C(=O)OCC)C1C (ethyl 2,3-dimethyl-8-hydroxy-imidazo[1,2-a]pyridine-6-carboxylate), C(O)([O-])=O.[Na+] (sodium hydrogencarbonate). The solvent is ClCCl (dichloromethane), ClCCl (dichloromethane). Conditions: time 30 minute. Yields the product CC=1N=C2N(C=C(C(=C2O)CN(C)C)C(=O)OCC)C1C (Ethyl 2,3-dimethyl-7-(N,N-dimethylaminomethyl)-8-hydroxy-imidazo[1,2-a]pyridine-6-carb-oxylate). Yield: 93.0%. RXN SMILES: [I-].C[CH:3]=[N+:4]=[CH:5]C.[CH3:7][C:8]1[N:9]=[C:10]2[C:15]([OH:16])=[CH:14][C:13]([C:17]([O:19][CH2:20][CH3:21])=[O:18])=[CH:12][N:11]2[C:22]=1[CH3:23].[C:24](=O)([O-])O.[Na+]>ClCCl>[CH3:7][C:8]1[N:9]=[C:10]2[C:15]([OH:16])=[C:14]([CH2:3][N:4]([CH3:5])[CH3:24])[C:13]([C:17]([O:19][CH2:20][CH3:21])=[O:18])=[CH:12][N:11]2[C:22]=1[CH3:23] |f:0.1,3.4|. Procedure: Over a period of 30 minutes, N,N-dimethylmethyleneammonium iodide (Eschenmoser's salt, 435 mg, 2.35 mmol) is added to a solution of ethyl 2,3-dimethyl-8-hydroxy-imidazo[1,2-a]pyridine-6-carboxylate (500 mg, 2.14 mmol) in 15 ml of dichloromethane. The reaction mixture is stirred for 2.5 hours at ambient temperature and the formation of a colourless precipitate is observed. 20 ml portions of saturated sodium hydrogencarbonate solution and dichloromethane are added to the reaction mixture. The aque... Reactants: BrB(Br)Br, COc1ccc2c(c1)c(C(=O)C(=O)Nc1c(Cl)cncc1Cl)cn2Cc1ccc(F)cc1, ClCCl, [Na+], O=C([O-])O. The product is O=C(Nc1c(Cl)cncc1Cl)C(=O)c1cn(Cc2ccc(F)cc2)c2ccc(O)cc12. Reaction SMILES: [B:33]([Br:34])([Br:35])[Br:36].[Cl:1][c:2]1[cH:3][n:4][cH:5][c:6]([Cl:32])[c:7]1[NH:8][C:9]([C:10](=[O:11])[c:12]1[cH:13][n:14]([CH2:23][c:24]2[cH:25][cH:26][c:27]([F:30])[cH:28][cH:29]2)[c:15]2[cH:16][cH:17][c:18]([O:21][CH3:22])[cH:19][c:20]12)=[O:31].[Cl:42][CH2:43][Cl:44].[Na+:37].[OH:38][C:39](=[O:40])[O-:41]>>[Cl:1][c:2]1[cH:3][n:4][cH:5][c:6]([Cl:32])[c:7]1[NH:8][C:9]([C:10](=[O:11])[c:12]1[cH:13][n:14]([CH2:23][c:24]2[cH:25][cH:26][c:27]([F:30])[cH:28][cH:29]2)[c:15]2[cH:16][cH:17][c:18]([OH:21])[cH:19][c:20]12)=[O:31]. Starting materials: C(C)(=O)C=1C=NN(C1C)C1=NC=CC=C1 (4-acetyl-1-(2-pyridyl)-5-methylpyrazole), Cl.ClC=1C=C(C=C(C1)Cl)N1CCNCC1 (1-(3,5-dichlorophenyl)piperazine hydrochloride), p-formaldehyde, C(C)O (ethanol), p-formaldehyde. Reaction conditions: time 24 hour. Yields the product Cl.ClC=1C=C(C=C(C1)Cl)N1CCN(CC1)C/C=C/C=1C=NN(C1C)C1=NC=CC=C1 (3-[4-(3,5-Dichlorophenyl)-1-piperazinyl]-1-[5-methyl-1-(2-pyridyl)-4-pyrazolyl]-1-trans-propene Hydrochloride). RXN SMILES: [C:1]([C:4]1[CH:5]=[N:6][N:7]([C:10]2[CH:15]=[CH:14][CH:13]=[CH:12][N:11]=2)[C:8]=1[CH3:9])(=O)[CH3:2].Cl.[Cl:17][C:18]1[CH:19]=[C:20]([N:25]2[CH2:30][CH2:29][NH:28][CH2:27][CH2:26]2)[CH:21]=[C:22]([Cl:24])[CH:23]=1.[CH2:31](O)C>>[ClH:17].[Cl:24][C:22]1[CH:21]=[C:20]([N:25]2[CH2:30][CH2:29][N:28]([CH2:31]/[CH:2]=[CH:1]/[C:4]3[CH:5]=[N:6][N:7]([C:10]4[CH:15]=[CH:14][CH:13]=[CH:12][N:11]=4)[C:8]=3[CH3:9])[CH2:27][CH2:26]2)[CH:19]=[C:18]([Cl:17])[CH:23]=1 |f:1.2,4.5|. Procedure details: In 150 ml of absolute ethanol was dissolved 2.26 g of 4-acetyl-1-(2-pyridyl)-5-methylpyrazole, and 2.94 g of 1-(3,5-dichlorophenyl)piperazine hydrochloride and 0.9 g of p-formaldehyde were added to the solution, followed by refluxing for 6 hours. To the reaction mixture was further added 0.40 g of p-formaldehyde, and the refluxing was continued for an additional 24 hour period. About a half of the ethanol was removed by evaporation, and the precipitate was collected by filtration. The precipitat...